Dataset: the Open Reaction Database (ORD), a public repository of structured organic reaction records. Task: describe an organic reaction: reactants, conditions, products, and yield Reactants: C1=CCCCC1, COC(=O)c1ccc(C(=O)c2c(C)c(OCc3ccccc3)c3ccccn23)cc1, CCO. As a reaction SMILES: [CH2:1]1[CH2:2][CH:3]=[CH:4][CH2:5][CH2:6]1.[CH2:7]([c:8]1[cH:9][cH:10][cH:11][cH:12][cH:13]1)[O:14][c:15]1[c:16]([CH3:36])[c:17]([C:24](=[O:25])[c:26]2[cH:27][cH:28][c:29]([C:30](=[O:31])[O:32][CH3:33])[cH:34][cH:35]2)[n:18]2[cH:19][cH:20][cH:21][cH:22][c:23]12.[CH3:37][CH2:38][OH:39]>>[OH:14][c:15]1[c:16]([CH3:36])[c:17]([C:24](=[O:25])[c:26]2[cH:27][cH:28][c:29]([C:30](=[O:31])[O:32][CH3:33])[cH:34][cH:35]2)[n:18]2[cH:19][cH:20][cH:21][cH:22][c:23]12. The product is COC(=O)c1ccc(C(=O)c2c(C)c(O)c3ccccn23)cc1. The reactants are P(=O)(Cl)(Cl)Cl (Phosphorus oxychloride), C(C)C1=NNC2=[N+](C=CC=C21)[O-] (3-Ethyl-1H-pyrazolo[3,4-b]pyridine 7-oxide). Solvent: ClC(C)Cl (dichloroethane). Reaction conditions: time 30 minute. The product is ClC1=C2C(=NC=C1)NN=C2CC (4-Chloro-3-ethyl-1H-pyrazolo[3,4-b]pyridine). The yield is 47.0%. Reaction SMILES: P(Cl)(Cl)([Cl:3])=O.[CH2:6]([C:8]1[C:16]2[C:11](=[N+:12]([O-])[CH:13]=[CH:14][CH:15]=2)[NH:10][N:9]=1)[CH3:7]>ClC(Cl)C>[Cl:3][C:15]1[CH:14]=[CH:13][N:12]=[C:11]2[NH:10][N:9]=[C:8]([CH2:6][CH3:7])[C:16]=12. Procedure: Phosphorus oxychloride (11.1 mL) was added to a suspension solution of compound (3b) (19.5 g) in dichloroethane (240 mL) at room temperature, followed by stirring for 30 min. The solvent of the reaction solution was distilled away, and then acetonitrile (40 mL), methanol (40 mL), and water (80 mL) were added to the residue. After adjustment of pH to 9 with an aqueous sodium hydroxide solution, water (400 mL) was added thereto. The precipitate was collected by filtration, washed by sprinkling met... Yields the product C(C)(=O)N1[C@H](C[C@H](C2=CC(=CC=C12)C(=O)NC(C)C)NC1=CC=C(C=C1)N1CCOCC1)C ((2S,4R)-1-acetyl-N-isopropyl-2-methyl-4-[(4-morpholinophenyl)amino]-1,2,3,4-tetrahydroquinoline-6-carboxamide). Procedure details: Reactions and treatments were carried out in the same manner as in Example 110, using 82 mg of (2S,4R)-1-acetyl-2-methyl-4-[(4-morpholinophenyl)amino]-1,2,3,4-tetrahydroquinoline-6-carboxylic acid and 36 mg of isopropylamine. Thus, 78 mg (86%) of the title compound was obtained as a pale yellow amorphous substance. Starting materials: C(C)(=O)N1[C@H](C[C@H](C2=CC(=CC=C12)C(=O)O)NC1=CC=C(C=C1)N1CCOCC1)C ((2S,4R)-1-acetyl-2-methyl-4-[(4-morpholinophenyl)amino]-1,2,3,4-tetrahydroquinoline-6-carboxylic acid), C(C)(C)N (isopropylamine). RXN SMILES: [C:1]([N:4]1[C:13]2[C:8](=[CH:9][C:10]([C:14](O)=[O:15])=[CH:11][CH:12]=2)[C@H:7]([NH:17][C:18]2[CH:23]=[CH:22][C:21]([N:24]3[CH2:29][CH2:28][O:27][CH2:26][CH2:25]3)=[CH:20][CH:19]=2)[CH2:6][C@@H:5]1[CH3:30])(=[O:3])[CH3:2].[CH:31]([NH2:34])([CH3:33])[CH3:32]>>[C:1]([N:4]1[C:13]2[C:8](=[CH:9][C:10]([C:14]([NH:34][CH:31]([CH3:33])[CH3:32])=[O:15])=[CH:11][CH:12]=2)[C@H:7]([NH:17][C:18]2[CH:23]=[CH:22][C:21]([N:24]3[CH2:25][CH2:26][O:27][CH2:28][CH2:29]3)=[CH:20][CH:19]=2)[CH2:6][C@@H:5]1[CH3:30])(=[O:3])[CH3:2]. The yield is 86.4%. The reactants are mixture, NC[C@@H](COC=1C=CC=C2CC[C@@](CC12)(C(=O)OC)NC(=O)OC(C)(C)C)C (methyl (R)-8-[(S)-3-amino-2-methyl-propoxy]-2-tert.butoxycarbonylamino-1,2,3,4-tetrahydronaphthalene-2-carboxylate), C(C)(C)(C)OC(=O)N[C@]1(CC2=C(C=CC=C2CC1)OC[C@H](CNCC)C)C(=O)OC (methyl (R)-2-tert.butoxycarbonylamino-8-[(S)-3-ethylamino-2-methyl-propoxy]-1,2,3,4-tetrahydronaphthalene-2-carboxylate), Z-L-alanylalanine, F[B-](F)(F)F.O=C1N(C=CC=C1)OC(=[N+](C)C)N(C)C (O-(1,2-dihydro-2-oxo-1-pyridyl)-N,N,N',N'-tetramethyl-uronium tetrafluoroborate), ON1N=NC2=C1C=CC=C2 (1-hydroxybenzotriazole), C(C)N(C(C)C)C(C)C (ethyldiisopropylamine). Run in CN(C=O)C (N,N-dimethylformamide). Product: C(C1=CC=CC=C1)OC(=O)N[C@H](C(=O)N[C@H](C(=O)NC[C@@H](COC=1C=CC=C2CC[C@@](CC12)(C(=O)OC)NC(=O)OC(C)(C)C)C)C)C (methyl (R)-8-[(S)-3-[(S)-2-[(S)-2-benzyloxycarbonylamino-propionylamino]-propionylamino]-2-methyl-propoxy]-2-tert.butoxycarbonylamino-1,2,3,4-tetrahydronaphthalene-2-carboxylate). Isolated yield 21.8%. Reaction SMILES: [NH2:1][CH2:2][C@H:3]([CH3:28])[CH2:4][O:5][C:6]1[CH:7]=[CH:8][CH:9]=[C:10]2[C:15]=1[CH2:14][C@@:13]([NH:20][C:21]([O:23][C:24]([CH3:27])([CH3:26])[CH3:25])=[O:22])([C:16]([O:18][CH3:19])=[O:17])[CH2:12][CH2:11]2.[C:29]([O:33][C:34]([NH:36][C@:37]1([C:55]([O:57]C)=O)[CH2:46]CC2C(=C(OC[C@@H](C)CNCC)C=CC=2)C1)=[O:35])(C)(C)C.F[B-](F)(F)F.[O:64]=[C:65]1[CH:70]=[CH:69]C=CN1OC(N(C)C)=[N+](C)C.ON1[C:84]2[CH:85]=[CH:86][CH:87]=[CH:88][C:83]=2N=N1.C([N:91](C(C)C)C(C)C)C>CN(C)C=O>[CH2:29]([O:33][C:34]([NH:36][C@@H:37]([CH3:46])[C:55]([NH:91][C@@H:70]([CH3:69])[C:65]([NH:1][CH2:2][C@H:3]([CH3:28])[CH2:4][O:5][C:6]1[CH:7]=[CH:8][CH:9]=[C:10]2[C:15]=1[CH2:14][C@@:13]([NH:20][C:21]([O:23][C:24]([CH3:27])([CH3:26])[CH3:25])=[O:22])([C:16]([O:18][CH3:19])=[O:17])[CH2:12][CH2:11]2)=[O:64])=[O:57])=[O:35])[C:83]1[CH:88]=[CH:87][CH:86]=[CH:85][CH:84]=1 |f:2.3|. Procedure: In analogy to Example 4.1.5.a, 70 mg (~0.178 mmol) of a mixture of methyl (R)-8-[(S)-3-amino-2-methyl-propoxy]-2-tert.butoxycarbonylamino-1,2,3,4-tetrahydronaphthalene-2-carboxylate and methyl (R)-2-tert.butoxycarbonylamino-8-[(S)-3-ethylamino-2-methyl-propoxy]-1,2,3,4-tetrahydronaphthalene-2-carboxylate in 1.5 ml of N,N-dimethylformamide were reacted at 0° for 3 hours with 78 mg (0.267 mmol) of Z-L-alanylalanine, 114 mg (0.356 mmol) of O-(1,2-dihydro-2-oxo-1-pyridyl)-N,N,N',N'-tetramethyl-uroni... Starting materials: CC(C)(C)OC(=O)N1CCC2(CC1)C=C(C1=CC=CC=C12)C#N (3-cyanspiro[1H-indene-1,4'-piperidine]-1'-carboxylic acid 1,1-dimethylethyl ester), C[Sn](C)(C)N=[N+]=[N-] (trimethylstannyl azide). Run in C1(=CC=CC=C1)C (toluene). Product: CC(C)(C)OC(=O)N1CCC2(CC1)C=C(C1=CC=CC=C12)C1=NN=NN1 (3(1H-tetrazol-5-yl)-spiro[1H-indene-1,4'-piperidine]-1'-carboxylic acid 1,1-dimethylethyl ester). The yield is 62.5%. Reaction SMILES: [CH3:1][C:2]([O:5][C:6]([N:8]1[CH2:13][CH2:12][C:11]2([C:21]3[C:16](=[CH:17][CH:18]=[CH:19][CH:20]=3)[C:15]([C:22]#[N:23])=[CH:14]2)[CH2:10][CH2:9]1)=[O:7])([CH3:4])[CH3:3].C[Sn]([N:28]=[N+:29]=[N-:30])(C)C>C1(C)C=CC=CC=1>[CH3:4][C:2]([O:5][C:6]([N:8]1[CH2:9][CH2:10][C:11]2([C:21]3[C:16](=[CH:17][CH:18]=[CH:19][CH:20]=3)[C:15]([C:22]3[NH:30][N:29]=[N:28][N:23]=3)=[CH:14]2)[CH2:12][CH2:13]1)=[O:7])([CH3:1])[CH3:3]. Reported procedure: To a solution of the title compound from Step A (298 mg, 0.96 mmol) in toluene was added trimethylstannyl azide (787 mg, 3.84 mmol). The mixture was refluxed for 18 hours and then cooled and 1N HCL was added. The aqueous layer was extracted with ethyl acetate (3×1 vol) and the organic layer was washed with water, brine, dried over magnesium sulfate and concentrated. Purification by MPLC (LH20 column methanol) provided the title compound (214 mg, 0.60 mmol). Starting materials: O=C([O-])[O-], CCC(C)=O, CCCCCI, [K+], [K+], CCCCCNC(=O)N(C)c1cccc(-c2ccc(CCC(=O)OC)cc2O)c1. Reaction SMILES: [C:36](=[O:37])([O-:38])[O-:39].[CH2:42]([C:43]([CH3:44])=[O:45])[CH3:46].[I:1][CH2:2][CH2:3][CH2:4][CH2:5][CH3:6].[K+:40].[K+:41].[OH:7][c:8]1[c:9](-[c:20]2[cH:21][c:22]([N:26]([C:27](=[O:28])[NH:29][CH2:30][CH2:31][CH2:32][CH2:33][CH3:34])[CH3:35])[cH:23][cH:24][cH:25]2)[cH:10][cH:11][c:12]([CH2:14][CH2:15][C:16](=[O:17])[O:18][CH3:19])[cH:13]1>>[CH2:2]([CH2:3][CH2:4][CH2:5][CH3:6])[O:7][c:8]1[c:9](-[c:20]2[cH:21][c:22]([N:26]([C:27](=[O:28])[NH:29][CH2:30][CH2:31][CH2:32][CH2:33][CH3:34])[CH3:35])[cH:23][cH:24][cH:25]2)[cH:10][cH:11][c:12]([CH2:14][CH2:15][C:16](=[O:17])[O:18][CH3:19])[cH:13]1. Product: CCCCCNC(=O)N(C)c1cccc(-c2ccc(CCC(=O)OC)cc2OCCCCC)c1. The reactants are [H-].[Na+] (sodium hydride), S(=O)(=O)(OC)OC (dimethyl sulfate), ice, BrC1=CC=C(OC(C)O)C=C1 (4-bromophenoxyethanol). Run in C1CCOC1 (THF), C1CCOC1 (THF). Yields the product COCCOC1=CC=C(C=C1)Br (4-(2-methoxy-ethoxy)-bromobenzene). Isolated yield 103.5%. Reaction SMILES: [Br:1][C:2]1[CH:11]=[CH:10][C:5]([O:6][CH:7](O)[CH3:8])=[CH:4][CH:3]=1.[H-].[Na+].S(OC)([O:17][CH3:18])(=O)=O>C1COCC1>[CH3:18][O:17][CH2:8][CH2:7][O:6][C:5]1[CH:10]=[CH:11][C:2]([Br:1])=[CH:3][CH:4]=1 |f:1.2|. Reported procedure: To an ice-cooled solution of 4-bromophenoxyethanol (5 g, 23.0 mmol) in THF (30 ml) was added a suspension of sodium hydride (1.10 g, 46.1 mmol) in THF (30 ml), with stirring. After 20 minutes dimethyl sulfate (4.37 ml, 46.1 mmol) was added dropwise. The reaction mixture was stirred for 4 hours at room temperature then quenched slowly with saturated aq. ammonium chloride (50 ml). The mixture was extracted with ethyl acetate (100 ml) and the organic extract was washed successively with 1M hydrochl... The reactants are CC(=O)OI1(C=2C=CC=CC2C(=O)O1)(OC(=O)C)OC(=O)C (Dess-Martin periodinane), [OH-].[Na+] (NaOH), FC1=C(C=CC(=C1)F)C=1N=C2OC=CN2C1C=1C=CC(=NC1)NN (5-[6-(2,4-difluorophenyl)-imidazo[2,1-b]oxazol-5-yl]-pyridin-2-yl-hydrazine), CC1(C(OC(C1)=O)=O)C (3,3-dimethyldihydrofuran-2,5-dione), [H-].[H-].[H-].[H-].[Li+].[Al+3] (LAH), C(C)(=O)O.C(C)(=O)O.IC1=CC=CC=C1 (iodobenzene diacetate). Run in C(Cl)Cl (DCM), CCOC(=O)C (EtOAc), CO (MeOH), C1CCOC1 (THF). Reaction conditions: temperature -78 celsius, time 2 hour. Product: FC1=C(C=CC(=C1)F)C=1N=C2OC=CN2C1C=1C=CC=2N(C1)C(=NN2)CC(CO)(C)C (3-(6-(6-(2,4-Difluorophenyl)imidazo[2,1-b]oxazol-5-yl)-[1,2,4]triazolo[4,3-a]pyridin-3-yl)-2,2-dimethylpropan-1-ol). Isolated yield 3.1%. As a reaction SMILES: [CH3:1][C:2]1([CH3:9])[CH2:6][C:5](=O)O[C:3]1=[O:8].[H-].[H-].[H-].[H-].[Li+].[Al+3].[OH-].[Na+].CC(OI1(OC(C)=O)(OC(C)=O)OC(=O)C2C=CC=CC1=2)=O.[F:40][C:41]1[CH:46]=[C:45]([F:47])[CH:44]=[CH:43][C:42]=1[C:48]1[N:49]=[C:50]2[N:54]([C:55]=1[C:56]1[CH:57]=[CH:58][C:59]([NH:62][NH2:63])=[N:60][CH:61]=1)[CH:53]=[CH:52][O:51]2.C(O)(=O)C.C(O)(=O)C.IC1C=CC=CC=1>C1COCC1.C(Cl)Cl.CO.CCOC(C)=O>[F:40][C:41]1[CH:46]=[C:45]([F:47])[CH:44]=[CH:43][C:42]=1[C:48]1[N:49]=[C:50]2[N:54]([C:55]=1[C:56]1[CH:57]=[CH:58][C:59]3[N:60]([C:5]([CH2:6][C:2]([CH3:1])([CH3:9])[CH2:3][OH:8])=[N:63][N:62]=3)[CH:61]=1)[CH:53]=[CH:52][O:51]2 |f:1.2.3.4.5.6,7.8,11.12.13|. Procedure: To a 50 mL round-bottom flask was added 3,3-dimethyldihydrofuran-2,5-dione (1.0 g, 7.80 mmol) in THF (25 mL) to give a colorless solution. This solution was cooled to about −78° C. followed by the addition of LAH (1.48 g, 39.0 mmol) in 3 batches. The reaction was warmed to ambient temperature and allowed to stir for about 2 h. 1N NaOH (about 10 mL) and EtOAc (about 10 mL) were added and the reaction was allowed to stir for about 1 h. The reaction was filtered though Celite® and the organic layer... Starting materials: BrC1=C(C=NNC)C=C(C(=C1)Br)OC1=C(C=C(C=C1)[N+](=O)[O-])F (1-(2,4-Dibromo-5-(2-fluoro-4-nitrophenoxy)benzylidene)-2-methylhydrazine), cuprous chloride, C([O-])([O-])=O.[K+].[K+] (potassium carbonate), CN(C)C=O (DMF), CC(C)(C)OC (MTBE). Run in O (water), C(Cl)Cl (DCM). Run at temperature 100 celsius, time 6 hour. Product: BrC1=C(C=C2C=NN(C2=C1)C)OC1=C(C=C(C=C1)[N+](=O)[O-])F (6-bromo-5-(2-fluoro-4-nitrophenoxy)-1-methyl-1H-indazole). Yield: 80.7%. As a reaction SMILES: Br[C:2]1[CH:11]=[C:10]([Br:12])[C:9]([O:13][C:14]2[CH:19]=[CH:18][C:17]([N+:20]([O-:22])=[O:21])=[CH:16][C:15]=2[F:23])=[CH:8][C:3]=1[CH:4]=[N:5][NH:6][CH3:7].C(=O)([O-])[O-].[K+].[K+].CN(C=O)C.CC(OC)(C)C>C(Cl)Cl.O>[Br:12][C:10]1[CH:11]=[C:2]2[C:3]([CH:4]=[N:5][N:6]2[CH3:7])=[CH:8][C:9]=1[O:13][C:14]1[CH:19]=[CH:18][C:17]([N+:20]([O-:22])=[O:21])=[CH:16][C:15]=1[F:23] |f:1.2.3|. Reported procedure: 1-(2,4-Dibromo-5-(2-fluoro-4-nitrophenoxy)benzylidene)-2-methylhydrazine (1.0 g, 2.2 mmol), cuprous chloride (22 mg, 0.2 mmol), potassium carbonate (0.638 g, 7.2 mmol), DMF (10 mL), and a stir bar are combined in a pressure tube under nitrogen. The cap is sealed and the tube is placed in an oil bath with stirring. The bath is heated to 100° C. over 30 min and held at 100° C. for 6 hours and then cooled to RT. The reaction mixture is poured into a separatory funnel containing MTBE (10 mL) and wat... The reactants are CNC1=CC(=NC=N1)CC1=CC=C(C=C1)NC(=O)NC1=CC=C(C=C1)C (1-[4-(6-Methylamino-pyrimidin-4-ylmethyl)-phenyl]-3-p-tolyl-urea), C(C)C1=CC=C(C=C1)N=C=O (4-ethyl-phenyl-isocyanate). Reaction conditions: time 6 hour. The product is C(C)C1=CC=C(C=C1)NC(=O)NC1=CC=C(C=C1)CC1=NC=NC(=C1)NC (1-(4-Ethyl-phenyl)-3-[4-(6-methylamino-pyrimidin-4-ylmethyl)-phenyl]-urea). RXN SMILES: [CH3:1][NH:2][C:3]1[N:8]=[CH:7][N:6]=[C:5]([CH2:9][C:10]2[CH:15]=[CH:14][C:13]([NH:16][C:17]([NH:19][C:20]3[CH:25]=[CH:24][C:23]([CH3:26])=[CH:22][CH:21]=3)=[O:18])=[CH:12][CH:11]=2)[CH:4]=1.[CH2:27](C1C=CC(N=C=O)=CC=1)C>>[CH2:26]([C:23]1[CH:22]=[CH:21][C:20]([NH:19][C:17]([NH:16][C:13]2[CH:12]=[CH:11][C:10]([CH2:9][C:5]3[CH:4]=[C:3]([NH:2][CH3:1])[N:8]=[CH:7][N:6]=3)=[CH:15][CH:14]=2)=[O:18])=[CH:25][CH:24]=1)[CH3:27]. Procedure details: The title compound Is prepared as described in Example 102 but using [6-(4-amino-benzyl)-pyrimidin-4-yl]-methyl-amine (Example 119) and 4-ethyl-phenyl-isocyanate. The reaction mixture is stirred for 6 h. The title compound is obtained as a white solid: ES-MS: 362.0 [M+H]+; single peak at tR=7.14 min (System 2).